From a dataset of the Open Reaction Database (ORD), a public repository of structured organic reaction records. describe an organic reaction: reactants, conditions, products, and yield The reactants are C(C)OC(C(CCCC1CCCCCCC1)=C)=O (5-cyclooctyl-2-methylenevaleric acid ethyl ester), ClC1=CC(=CC=C1)C(=O)OO (m-chloroperbenzoic acid). Run in C(Cl)Cl (methylene chloride). The product is C(C)OC(=O)C1(OC1)CCCC1CCCCCCC1 (2-(3-Cyclooctylpropyl)-oxirane-2-carboxylic acid ethyl ester). RXN SMILES: [CH2:1]([O:3][C:4](=[O:18])[C:5](=[CH2:17])[CH2:6][CH2:7][CH2:8][CH:9]1[CH2:16][CH2:15][CH2:14][CH2:13][CH2:12][CH2:11][CH2:10]1)[CH3:2].ClC1C=CC=C(C(OO)=[O:27])C=1>C(Cl)Cl>[CH2:1]([O:3][C:4]([C:5]1([CH2:6][CH2:7][CH2:8][CH:9]2[CH2:16][CH2:15][CH2:14][CH2:13][CH2:12][CH2:11][CH2:10]2)[CH2:17][O:27]1)=[O:18])[CH3:2]. Procedure details: 2.2 g of the title compound, in the form of a colourless oil, which is purified by chromatography on silica gel (migrating agent: 90:10 petroleum ether/ethyl acetate), are obtained by the procedure described in Example (1a) from 5.42 g of 5-cyclooctyl-2-methylenevaleric acid ethyl ester and 5.55 g of m-chloroperbenzoic acid in 50 ml of methylene chloride. The reactants are product, amine, CC=1C(=NC(=NC1)S(=O)(=O)C)C(=O)N(CC1=CC=C(C=C1)C)C(C(=O)N)C1=CC(=CC=C1)OC (5-Methyl-2-methanesulfonyl-N-[2-amino-1-{3-methoxyphenyl}-2-oxoethyl]-N-(4-methylbenzyl)pyrimidine-4-carboxamide), CNC (dimethylamine). Product: CC=1C(=NC(=NC1)N(C)C)C(=O)N(CC1=CC=C(C=C1)C)C(C(=O)N)C1=CC(=CC=C1)OC (5-Methyl-2-dimethylamino-N-[2-amino-1-{3-methoxyphenyl}-2-oxoethyl]-N-(4-methylbenzyl)pyrimidine-4-carboxamide). Reaction SMILES: [CH3:1][C:2]1[C:3]([C:12]([N:14]([CH:23]([C:27]2[CH:32]=[CH:31][CH:30]=[C:29]([O:33][CH3:34])[CH:28]=2)[C:24]([NH2:26])=[O:25])[CH2:15][C:16]2[CH:21]=[CH:20][C:19]([CH3:22])=[CH:18][CH:17]=2)=[O:13])=[N:4][C:5](S(C)(=O)=O)=[N:6][CH:7]=1.[CH3:35][NH:36][CH3:37]>>[CH3:1][C:2]1[C:3]([C:12]([N:14]([CH:23]([C:27]2[CH:32]=[CH:31][CH:30]=[C:29]([O:33][CH3:34])[CH:28]=2)[C:24]([NH2:26])=[O:25])[CH2:15][C:16]2[CH:21]=[CH:20][C:19]([CH3:22])=[CH:18][CH:17]=2)=[O:13])=[N:4][C:5]([N:36]([CH3:37])[CH3:35])=[N:6][CH:7]=1. Procedure: This was prepared in the same manner as the product of example 244, using the sulfone from example 253 and dimethylamine as the amine, to give the title compound as a foam, 0.14 g, (74%). The reactants are COc1cncnc1N1CCN(CCCc2cn([Si](C(C)C)(C(C)C)C(C)C)c3ccc(-c4c(N)c(=O)c4=O)cc23)CC1, CC#N, F, [Na+], O=C([O-])O. The product is COc1cncnc1N1CCN(CCCc2c[nH]c3ccc(-c4c(N)c(=O)c4=O)cc23)CC1. RXN SMILES: [CH3:1][O:2][c:3]1[c:4]([N:9]2[CH2:10][CH2:11][N:12]([CH2:15][CH2:16][CH2:17][c:18]3[cH:19][n:20]([Si:34]([CH:35]([CH3:36])[CH3:37])([CH:38]([CH3:39])[CH3:40])[CH:41]([CH3:42])[CH3:43])[c:21]4[cH:22][cH:23][c:24](-[c:27]5[c:28](=[O:33])[c:29](=[O:32])[c:30]5[NH2:31])[cH:25][c:26]34)[CH2:13][CH2:14]2)[n:5][cH:6][n:7][cH:8]1.[CH3:45][C:46]#[N:47].[FH:44].[Na+:52].[O-:48][C:49]([OH:50])=[O:51]>>[CH3:1][O:2][c:3]1[c:4]([N:9]2[CH2:10][CH2:11][N:12]([CH2:15][CH2:16][CH2:17][c:18]3[cH:19][nH:20][c:21]4[cH:22][cH:23][c:24](-[c:27]5[c:28](=[O:33])[c:29](=[O:32])[c:30]5[NH2:31])[cH:25][c:26]34)[CH2:13][CH2:14]2)[n:5][cH:6][n:7][cH:8]1.